Dataset: the Open Reaction Database (ORD), a public repository of structured organic reaction records. Task: describe an organic reaction: reactants, conditions, products, and yield The reactants are C(#N)C=1C=C(C=CC1)B(O)O (3-cyanophenylboronic acid), N1(C=NC=C1)CC=1C=CC(=NC1)Br (5-Imidazol-1-ylmethyl-2-bromopyridine). Product: N1(C=NC=C1)CC=1C=CC(=NC1)C=1C=C(C#N)C=CC1 (3-(5-Imidazol-1-ylmethyl-pyridin-2-yl)-benzonitrile). As a reaction SMILES: [C:1]([C:3]1[CH:4]=[C:5](B(O)O)[CH:6]=[CH:7][CH:8]=1)#[N:2].[N:12]1([CH2:17][C:18]2[CH:19]=[CH:20][C:21](Br)=[N:22][CH:23]=2)[CH:16]=[CH:15][N:14]=[CH:13]1>>[N:12]1([CH2:17][C:18]2[CH:19]=[CH:20][C:21]([C:7]3[CH:8]=[C:3]([CH:4]=[CH:5][CH:6]=3)[C:1]#[N:2])=[N:22][CH:23]=2)[CH:16]=[CH:15][N:14]=[CH:13]1. Reported procedure: Synthesized using 3-cyanophenylboronic acid (185 mg, 1.26 mmol) and 1a (150 mg, 0.63 mmol) according to Method C. Yellow solid. Yield: 135 mg, 0.52 mmol, 82%. 1H NMR (CDCl3, 500 MHz): δH (ppm): 5.21 (s, 2H), 6.94 (s, 1H), 7.13 (s, 1H), 7.54 (dd, J=8.2, 2.4 Hz, 1H), 7.55-7.60 (m, 2H), 7.70 (d, J=7.9 Hz, 1H), 7.73 (d, J=8.2 Hz, 1H), 8.21 (d, J=7.9 Hz, 1H), 8.31 (s, 1H), 8.61 (d, J=1.5 Hz, 1H); 13C NMR (CDCl3, 125 MHz): δC (ppm)=48.0, 113.1, 118.6, 119.0, 120.6, 129.7, 130.4, 130.6, 131.0, 131.3, 1...